From a dataset of the Open Reaction Database (ORD), a public repository of structured organic reaction records. describe an organic reaction: reactants, conditions, products, and yield Reactants: N1(C=NC=C1)C1=CC=C(C=O)C=C1 (4-imidazol-1-ylbenzaldehyde), NC1=C(C(=O)OCC)C=CC=C1N (ethyl 2,3-diaminobenzoate), ice water, Cl (hydrochloric acid), O.[S-2].[Na+].[Na+] (sodium sulfide hydrate). Reagents/catalysts: C(C)(=O)[O-].[Cu+2].C(C)(=O)[O-] (copper(II) acetate). Solvent: CO (methanol), O (water), CO (methanol), C(C)(=O)O (acetic acid), O (water). Conditions: temperature 50 celsius, time 15 minute. Yields the product N1(C=NC=C1)C1=CC=C(C=C1)C=1NC2=C(N1)C=CC=C2C(=O)OCC (Ethyl 2-(4-(1-imidazolyl)phenyl)benzimidazole-4-carboxylate). Reaction SMILES: [NH2:1][C:2]1[C:12]([NH2:13])=[CH:11][CH:10]=[CH:9][C:3]=1[C:4]([O:6][CH2:7][CH3:8])=[O:5].[N:14]1([C:19]2[CH:26]=[CH:25][C:22]([CH:23]=O)=[CH:21][CH:20]=2)[CH:18]=[CH:17][N:16]=[CH:15]1.Cl.O.[S-2].[Na+].[Na+]>CO.O.C([O-])(=O)C.[Cu+2].C([O-])(=O)C.C(O)(=O)C>[N:14]1([C:19]2[CH:26]=[CH:25][C:22]([C:23]3[NH:1][C:2]4[C:3]([C:4]([O:6][CH2:7][CH3:8])=[O:5])=[CH:9][CH:10]=[CH:11][C:12]=4[N:13]=3)=[CH:21][CH:20]=2)[CH:18]=[CH:17][N:16]=[CH:15]1 |f:3.4.5.6,9.10.11|. Procedure: 1 g (5.5 mmol) of ethyl 2,3-diaminobenzoate and 0.7 ml of concentrated acetic acid were dissolved in 13 ml of methanol. 1.24 g (7.2 mmol) of 4-imidazol-1-ylbenzaldehyde, dissolved in 25 ml of methanol, were then added dropwise over a period of 30 minutes. 1.4 g (7.2 mmol) of copper(II) acetate, dissolved in 19 ml of warm water, were then rapidly added dropwise, and the entire mixture was subsequently refluxed for 20 minutes. The reaction solution was cooled to 50° C. and 2.25 ml of 32% strength ...